This data is from the Open Reaction Database (ORD), a public repository of structured organic reaction records. The task is: describe an organic reaction: reactants, conditions, products, and yield Starting materials: [Br-].C(CCCCCCCCCCC)[S+](CC(=O)C1=CC=CC=C1)CCCCCCCCCCCC (didodecylphenacylsulfonium bromide), C(CCC)[B-](C1=CC=CC=C1)(C1=CC=CC=C1)C1=CC=CC=C1.[Li+] (lithium butyltriphenylborate), O (water). Run in C(C)O (ethanol). The product is C(CCCCCCCCCCC)[S+](CC(=O)C1=CC=CC=C1)CCCCCCCCCCCC.C(CCC)[B-](C1=CC=CC=C1)(C1=CC=CC=C1)C1=CC=CC=C1 (didodecylphenacylsulfonium butyltriphenylborate). Yield: 68.0%. RXN SMILES: [Br-].[CH2:2]([S+:14]([CH2:24][CH2:25][CH2:26][CH2:27][CH2:28][CH2:29][CH2:30][CH2:31][CH2:32][CH2:33][CH2:34][CH3:35])[CH2:15][C:16]([C:18]1[CH:23]=[CH:22][CH:21]=[CH:20][CH:19]=1)=[O:17])[CH2:3][CH2:4][CH2:5][CH2:6][CH2:7][CH2:8][CH2:9][CH2:10][CH2:11][CH2:12][CH3:13].[CH2:36]([B-:40]([C:53]1[CH:58]=[CH:57][CH:56]=[CH:55][CH:54]=1)([C:47]1[CH:52]=[CH:51][CH:50]=[CH:49][CH:48]=1)[C:41]1[CH:46]=[CH:45][CH:44]=[CH:43][CH:42]=1)[CH2:37][CH2:38][CH3:39].[Li+].O>C(O)C>[CH2:24]([S+:14]([CH2:2][CH2:3][CH2:4][CH2:5][CH2:6][CH2:7][CH2:8][CH2:9][CH2:10][CH2:11][CH2:12][CH3:13])[CH2:15][C:16]([C:18]1[CH:19]=[CH:20][CH:21]=[CH:22][CH:23]=1)=[O:17])[CH2:25][CH2:26][CH2:27][CH2:28][CH2:29][CH2:30][CH2:31][CH2:32][CH2:33][CH2:34][CH3:35].[CH2:36]([B-:40]([C:53]1[CH:58]=[CH:57][CH:56]=[CH:55][CH:54]=1)([C:41]1[CH:42]=[CH:43][CH:44]=[CH:45][CH:46]=1)[C:47]1[CH:52]=[CH:51][CH:50]=[CH:49][CH:48]=1)[CH2:37][CH2:38][CH3:39] |f:0.1,2.3,6.7|. Procedure: A mixture of 7.20 g of didodecylphenacylsulfonium bromide and 3.87 g of lithium butyltriphenylborate was stirred in 200 ml of ethanol at room temperature for 30 minutes. The reaction mixture was poured into 1,000 ml of water, and the resultant oily component was separated, recovered, washed with water and dried to give 6.78 g of didodecylphenacylsulfonium-butyltriphenylborate. The reactants are C=Cc1ccnc(COC(=O)C2CCCN(C(=O)C(Cc3cccc(O[Si](C)(C)C(C)(C)C)c3)NC(=O)C(NC(=O)OC(C)(C)C)C(C)C)N2)c1, CCN(C(C)C)C(C)C, ClCCl, C[Si](C)(C)OS(=O)(=O)C(F)(F)F. Product: C=Cc1ccnc(COC(=O)C2CCCN(C(=O)C(Cc3cccc(O[Si](C)(C)C(C)(C)C)c3)NC(=O)C(NC=O)C(C)C)N2)c1. Reaction SMILES: [CH:1](=[CH2:2])[c:3]1[cH:4][c:5]([CH2:9][O:10][C:11](=[O:12])[CH:13]2[NH:14][N:15]([C:19]([CH:20]([CH2:21][c:22]3[cH:23][c:24]([O:28][Si:29]([CH3:30])([CH3:31])[C:32]([CH3:33])([CH3:34])[CH3:35])[cH:25][cH:26][cH:27]3)[NH:36][C:37]([CH:38]([CH:39]([CH3:40])[CH3:41])[NH:42][C:43](=[O:44])[O:45][C:46]([CH3:47])([CH3:48])[CH3:49])=[O:50])=[O:51])[CH2:16][CH2:17][CH2:18]2)[n:6][cH:7][cH:8]1.[CH:64]([N:65]([CH2:66][CH3:67])[CH:68]([CH3:69])[CH3:70])([CH3:71])[CH3:72].[Cl:73][CH2:74][Cl:75].[F:52][C:53]([F:54])([F:55])[S:56]([O:57][Si:58]([CH3:59])([CH3:60])[CH3:61])(=[O:62])=[O:63]>>[CH:1](=[CH2:2])[c:3]1[cH:4][c:5]([CH2:9][O:10][C:11](=[O:12])[CH:13]2[NH:14][N:15]([C:19]([CH:20]([CH2:21][c:22]3[cH:23][c:24]([O:28][Si:29]([CH3:30])([CH3:31])[C:32]([CH3:33])([CH3:34])[CH3:35])[cH:25][cH:26][cH:27]3)[NH:36][C:37]([CH:38]([CH:39]([CH3:40])[CH3:41])[NH:42][CH:43]=[O:44])=[O:50])=[O:51])[CH2:16][CH2:17][CH2:18]2)[n:6][cH:7][cH:8]1. Starting materials: FC1=CC=C(N)C=C1 (4-fluoroaniline), C[Al](C)C (trimethylaluminum), CS(=O)(=O)C1=CC=C(C#N)C=C1 (4-(methylsulfonyl)benzonitrile), C(Cl)Cl (methylene chloride). The solvent is C1(=CC=CC=C1)C (toluene), C(Cl)(Cl)Cl (chloroform). Run at time 3 hour. Product: CS(=O)(=O)C1=CC=C(C=C1)C(NC1=CC=C(C=C1)Cl)=N (4-methylsulfonyl-N-[4-chlorophenyl]benzenecarboximidamide). The yield is 35.0%. RXN SMILES: F[C:2]1[CH:8]=[CH:7][C:5]([NH2:6])=[CH:4][CH:3]=1.C[Al](C)C.[CH3:13][S:14]([C:17]1[CH:24]=[CH:23][C:20]([C:21]#[N:22])=[CH:19][CH:18]=1)(=[O:16])=[O:15].C(Cl)[Cl:26]>C1(C)C=CC=CC=1.C(Cl)(Cl)Cl>[CH3:13][S:14]([C:17]1[CH:24]=[CH:23][C:20]([C:21](=[NH:22])[NH:6][C:5]2[CH:7]=[CH:8][C:2]([Cl:26])=[CH:3][CH:4]=2)=[CH:19][CH:18]=1)(=[O:15])=[O:16]. Procedure details: To a suspension of 4-fluoroaniline (4 mL, 40 mmol) in toluene (120 mL), trimethylaluminum (2M solution in toluene, 21 mL, 42 mmol) was added over 15 minutes. The reaction mixture was warmed to room temperature and stirred for 3 hours. A solution of 4-(methylsulfonyl)benzonitrile (7.65 g, 40 mmol) in methylene chloride (100 mL) was added over 10 minutes and the reaction mixture was heated to 70°-75° C. After 48 hours, the reaction mixture was cooled to room temperature and poured over a slurry of... The reactants are C(C)(C)(C)OC(=O)N1CC2=CC(=CC=C2C(C1)(C)C)NC(=O)C=1C(=NC=CC1)NCC1=CNC2=NC=CC=C21 (4,4-Dimethyl-7-({2-[(1H-pyrrolo[2,3-b]pyridin-3-ylmethyl)-amino]-pyridine-3-carbonyl}-amino)-3,4-dihydro-1H-isoquinoline-2-carboxylic acid tert-butyl ester), C(=O)(C(F)(F)F)O.C(Cl)Cl (TFA CH2Cl2). Solvent: 1/1. Run at time 1 hour. Product: CC1(CNCC2=CC(=CC=C12)NC(C1=C(N=CC=C1)NCC1=CNC2=NC=CC=C21)=O)C (N-(4,4-dimethyl-1,2,3,4-tetrahydroisoquinolin-7-yl)-2-[(1H-pyrrolo[2,3-b]pyridin-3-ylmethyl)amino]nicotinamide). As a reaction SMILES: C(OC([N:8]1[CH2:17][C:16]([CH3:19])([CH3:18])[C:15]2[C:10](=[CH:11][C:12]([NH:20][C:21]([C:23]3[C:24]([NH:29][CH2:30][C:31]4[C:39]5[C:34](=[N:35][CH:36]=[CH:37][CH:38]=5)[NH:33][CH:32]=4)=[N:25][CH:26]=[CH:27][CH:28]=3)=[O:22])=[CH:13][CH:14]=2)[CH2:9]1)=O)(C)(C)C.C(O)(C(F)(F)F)=O.C(Cl)Cl>>[CH3:18][C:16]1([CH3:19])[C:15]2[C:10](=[CH:11][C:12]([NH:20][C:21](=[O:22])[C:23]3[CH:28]=[CH:27][CH:26]=[N:25][C:24]=3[NH:29][CH2:30][C:31]3[C:39]4[C:34](=[N:35][CH:36]=[CH:37][CH:38]=4)[NH:33][CH:32]=3)=[CH:13][CH:14]=2)[CH2:9][NH:8][CH2:17]1 |f:1.2|. Procedure details: 4,4-Dimethyl-7-({2-[(1H-pyrrolo[2,3-b]pyridin-3-ylmethyl)-amino]-pyridine-3-carbonyl}-amino)-3,4-dihydro-1H-isoquinoline-2-carboxylic acid tert-butyl ester (123 mg, 0.23 mmol) was treated with 10 mL of 1/1 TFA/CH2Cl2 solution and stirred at RT for 1 h. The volatiles were removed under reduced pressure and the residue was purified by flash column chromatography to obtain the titled compound as a white solid. MS (ES+): 427.1 (M+H)+. Calc'd for C25H26N6O—426.22. Starting materials: COC=1C=C(C=CC1[N+](=O)[O-])N1CCC(CC1)N1[C@@H]2CN([C@H](C1)C2)C(=O)OC(C)(C)C (1,1-dimethylethyl (1S,4S)-5-{1-[3-(methyloxy)-4-nitrophenyl]-4-piperidinyl}-2,5-diazabicyclo[2.2.1]heptane-2-carboxylate), C(=O)(C(F)(F)F)O (TFA), C(=O)(O)[O-].[Na+] (NaHCO3). Run in C(Cl)Cl (DCM), C(Cl)Cl (DCM). Product: COC=1C=C(C=CC1[N+](=O)[O-])N1CCC(CC1)N1[C@@H]2CN[C@H](C1)C2 ((1 S,4S)-2-{1-[3-(methyloxy)-4-nitrophenyl]-4-piperidinyl}-2,5-diazabicyclo-[2.2.1]heptane). Isolated yield 52.2%. As a reaction SMILES: [CH3:1][O:2][C:3]1[CH:4]=[C:5]([N:12]2[CH2:17][CH2:16][CH:15]([N:18]3[CH2:23][C@@H:22]4[CH2:24][C@H:19]3[CH2:20][N:21]4C(OC(C)(C)C)=O)[CH2:14][CH2:13]2)[CH:6]=[CH:7][C:8]=1[N+:9]([O-:11])=[O:10].C(O)(C(F)(F)F)=O.C([O-])(O)=O.[Na+]>C(Cl)Cl>[CH3:1][O:2][C:3]1[CH:4]=[C:5]([N:12]2[CH2:17][CH2:16][CH:15]([N:18]3[CH2:23][C@@H:22]4[CH2:24][C@H:19]3[CH2:20][NH:21]4)[CH2:14][CH2:13]2)[CH:6]=[CH:7][C:8]=1[N+:9]([O-:11])=[O:10] |f:2.3|. Procedure details: To 1,1-dimethylethyl (1S,4S)-5-{1-[3-(methyloxy)-4-nitrophenyl]-4-piperidinyl}-2,5-diazabicyclo[2.2.1]heptane-2-carboxylate (1.0 g, 2.3 mmol) in DCM (10 mL) was added TFA (10 mL). After reaction was shown to be complete by TLC, the volume is reduced on the rotovap until it weighs 4 g. The solution is diluted with DCM and poured into saturated NaHCO3 solution. The layers are separated and the aqueous layer washed with DCM. The organics are combined, dried (MgSO4), filtered and rotovaped to give t...